This data is from the Open Reaction Database (ORD), a public repository of structured organic reaction records. The task is: describe an organic reaction: reactants, conditions, products, and yield The reactants are O=C(OOC(=O)c1ccccc1)c1ccccc1, COC(=O)c1c(C)cccc1[N+](=O)[O-], ClCCCl, O=C1CCC(=O)N1Br. Yields the product COC(=O)c1c(CBr)cccc1[N+](=O)[O-]. Reaction SMILES: [C:23]([O:24][O:25][C:26](=[O:27])[c:28]1[cH:29][cH:30][cH:31][cH:32][cH:33]1)(=[O:34])[c:35]1[cH:36][cH:37][cH:38][cH:39][cH:40]1.[CH3:1][c:2]1[c:3]([C:4](=[O:5])[O:6][CH3:7])[c:8]([N+:12](=[O:13])[O-:14])[cH:9][cH:10][cH:11]1.[Cl:41][CH2:42][CH2:43][Cl:44].[O:15]=[C:16]1[N:17]([Br:22])[C:18](=[O:19])[CH2:20][CH2:21]1>>[CH2:1]([c:2]1[c:3]([C:4](=[O:5])[O:6][CH3:7])[c:8]([N+:12](=[O:13])[O-:14])[cH:9][cH:10][cH:11]1)[Br:22]. Starting materials: O=C1CCC(=O)N1Br, COC(=O)CCc1ccc(O)cc1, CC#N, [Na+], O=S(=O)([O-])O. Product: COC(=O)CCc1ccc(O)c(Br)c1. Reaction SMILES: [Br:14][N:15]1[C:16](=[O:17])[CH2:18][CH2:19][C:20]1=[O:21].[CH3:1][O:2][C:3]([CH2:4][CH2:5][c:6]1[cH:7][cH:8][c:9]([OH:12])[cH:10][cH:11]1)=[O:13].[CH3:28][C:29]#[N:30].[Na+:27].[S:22](=[O:23])(=[O:24])([OH:25])[O-:26]>>[CH3:1][O:2][C:3]([CH2:4][CH2:5][c:6]1[cH:7][c:8]([Br:14])[c:9]([OH:12])[cH:10][cH:11]1)=[O:13]. The reactants are C1(=CC=CC=C1)CCC1=C(C=CC=C1)O (2-(2-phenylethyl)phenol), CC(C)([O-])C.[K+] (potassium t-butoxide), C(C)(C)(C)OC(=O)N1C(CCCC1)CCOS(=O)(=O)C1=CC=C(C=C1)C (1-t-butoxycarbonyl-2-[2-(p-toluenesulfonyloxy)ethyl]piperidine). Solvent: CC(=O)N(C)C (dimethylacetamide). Yields the product C(C)(C)(C)OC(=O)N1C(CCCC1)CCOC1=C(C=CC=C1)CCC1=CC=CC=C1 (1-t-Butoxycarbonyl-2-(2-[2-(2-phenylethyl)phenoxy]ethyl}piperidine). Yield: 75.6%. Reaction SMILES: [C:1]1([CH2:7][CH2:8][C:9]2[CH:14]=[CH:13][CH:12]=[CH:11][C:10]=2[OH:15])[CH:6]=[CH:5][CH:4]=[CH:3][CH:2]=1.CC(C)([O-])C.[K+].[C:22]([O:26][C:27]([N:29]1[CH2:34][CH2:33][CH2:32][CH2:31][CH:30]1[CH2:35][CH2:36]OS(C1C=CC(C)=CC=1)(=O)=O)=[O:28])([CH3:25])([CH3:24])[CH3:23]>CC(N(C)C)=O>[C:22]([O:26][C:27]([N:29]1[CH2:34][CH2:33][CH2:32][CH2:31][CH:30]1[CH2:35][CH2:36][O:15][C:10]1[CH:11]=[CH:12][CH:13]=[CH:14][C:9]=1[CH2:8][CH2:7][C:1]1[CH:2]=[CH:3][CH:4]=[CH:5][CH:6]=1)=[O:28])([CH3:25])([CH3:24])[CH3:23] |f:1.2|. Procedure: Following a procedure similar to that described in Example 40(a), 0.930 g of 2-(2-phenylethyl)phenol (prepared as described in Preparation 19), 0.527 g of potassium t-butoxide and 1.66 g of 1-t-butoxycarbonyl-2-[2-(p-toluenesulfonyloxy)ethyl]piperidine were reacted in 20 ml of dimethylacetamide. The mixture was then worked lap as described in Example 40(a), and the crude product thus obtained was purified by column chromatography through silica gel, using a 4:1 by volume mixture of hexane and et... Reactants: FC1=C2CN(CC2=CC=C1)NC(=O)OC(C)(C)C (4-fluoro-N-tert.-butoxycarbonylamino-isoindoline), Cl (hydrochloric acid). Solvent: C(C)(C)O (i-propanol). Run at time 1 hour. Yields the product Cl.NN1CC2=CC=CC(=C2C1)F (2-amino-4-fluoro-isoindoline hydrochloride). Reaction SMILES: [F:1][C:2]1[CH:10]=[CH:9][CH:8]=[C:7]2[C:3]=1[CH2:4][N:5]([NH:11]C(OC(C)(C)C)=O)[CH2:6]2.[ClH:19]>C(O)(C)C>[ClH:19].[NH2:11][N:5]1[CH2:4][C:3]2[C:7](=[CH:8][CH:9]=[CH:10][C:2]=2[F:1])[CH2:6]1 |f:3.4|. Procedure: 3.8 g of 4-fluoro-N-tert.-butoxycarbonylamino-isoindoline are introduced into 30 ml of concentrated hydrochloric acid at room temperature. The mixture is subsequently stirred at room temperature for 1 hour and the solvent is then distuilled off in vacuo. The residue is treated with hot i-propanol; after cooling to 10° C., the precipitate is filtered off with suction. 2.1 g of 2-amino-4-fluoro-isoindoline hydrochloride are obtained. Starting materials: CN1S(=O)(=O)C2=CC=CC=C2C1=O (N-methylsaccharin), CC(C)([O-])C.[K+] (potassium t-butoxide), ClCC(=O)OC (methyl chloroacetate), CC(C)([O-])C.[K+] (potassium t-butoxide). Solvent: CS(=O)C (dimethylsulfoxide). Product: OC1=C(N(S(C2=C1C=CC=C2)(=O)=O)C)C(=O)OC (Methyl 4-hydroxy-2-methyl-2H-1,2-benzothiazine-3-carboxylate 1,1-dioxide). Reaction SMILES: [CH3:1][N:2]1[C:12](=[O:13])[C:11]2[C:6](=[CH:7][CH:8]=[CH:9][CH:10]=2)[S:3]1(=[O:5])=[O:4].Cl[CH2:15][C:16]([O:18][CH3:19])=[O:17].CC(C)([O-])C.[K+]>CS(C)=O>[OH:13][C:12]1[C:11]2[CH:10]=[CH:9][CH:8]=[CH:7][C:6]=2[S:3](=[O:5])(=[O:4])[N:2]([CH3:1])[C:15]=1[C:16]([O:18][CH3:19])=[O:17] |f:2.3|. Reported procedure: To 27 ml. of dimethylsulfoxide containing 5.18 g. (26.3 mmoles) of N-methylsaccharin and 4.6 ml. (52.5 mmoles) of methyl chloroacetate at 25° C. was added 14.1 g. (126 mmoles) of potassium t-butoxide in 44 ml. of the same solvent at the rate of 0.1 ml. every minute. After 42.2 ml. of the potassium t-butoxide solution had been added the addition was stopped. During the addition the reaction temperature was maintained at about 30°-32° C. The reactants are [Al] (aluminum), N(CC)CC (Et2NH), C[Si](C)(C)C#C (trimethylsilylethyne), C(C1=CC=CC=C1)S/C(=C\C=C(\I)/SCC1=CC=CC=C1)/I ((E,E)-1,4-Bis(benzylthio)-1,4-diiodo-1,3-butadiene). The reagents and catalysts are [Cu]I (CuI), [Pd](Cl)Cl.C1(=CC=CC=C1)P(C1=CC=CC=C1)C1=CC=CC=C1.C1(=CC=CC=C1)P(C1=CC=CC=C1)C1=CC=CC=C1 (bis(triphenylphosphine) palladium (II) chloride). Run in C(Cl)Cl (CH2Cl2), hexanes, C(C)(=O)OCC (ethyl acetate), C1=CC=CC=C1 (benzene), hexanes. Conditions: time 48 hour. Product: C[Si](C#C/C(=C/C=C(/C#C[Si](C)(C)C)\SCC1=CC=CC=C1)/SCC1=CC=CC=C1)(C)C ((Z,Z)-1,8-Bis(trimethylsilyl)-3,6-bis(benzylthio)octa-3,5-diene-1,7-diyne). Isolated yield 71.0%. Reaction SMILES: N([CH2:4][CH3:5])CC.[CH3:6][Si:7]([C:10]#[CH:11])([CH3:9])[CH3:8].[CH2:12]([S:19]/[C:20](/I)=[CH:21]\[CH:22]=[C:23](/[S:25][CH2:26][C:27]1[CH:32]=[CH:31][CH:30]=[CH:29][CH:28]=1)\I)[C:13]1[CH:18]=[CH:17][CH:16]=[CH:15][CH:14]=1.[Al]>[Cu]I.[Pd](Cl)Cl.C1(P(C2C=CC=CC=2)C2C=CC=CC=2)C=CC=CC=1.C1(P(C2C=CC=CC=2)C2C=CC=CC=2)C=CC=CC=1.C(OCC)(=O)C.C(Cl)Cl.C1C=CC=CC=1>[CH3:6][Si:7]([CH3:9])([CH3:8])[C:10]#[C:11]/[C:23](/[S:25][CH2:26][C:27]1[CH:32]=[CH:31][CH:30]=[CH:29][CH:28]=1)=[CH:22]/[CH:21]=[C:20](\[S:19][CH2:12][C:13]1[CH:18]=[CH:17][CH:16]=[CH:15][CH:14]=1)/[C:5]#[C:4][Si:7]([CH3:9])([CH3:8])[CH3:6] |f:5.6.7|. Reported procedure: A mixture of CuI (4.7 mg. 0.02 mmol), bis(triphenylphosphine) palladium (II) chloride (7.7 mg, 0.01 mmol), Et2NH (2 mL), trimethylsilylethyne (80 mL, 0.546 mmol), 6 (100 mg, 0.182 mmol), and dry benzene (1.5 mL) was stirred for 48 h at room temperature under argon in a flask wrapped with aluminum foil. Analysis by TLC (1:4 CH2Cl2 :hexanes) indicated the disappearance of starting compound. The solution was concentrated in vacuo, and water (10 mL) and ether (25 mL) were added to the residue. The l...